Dataset: the Open Reaction Database (ORD), a public repository of structured organic reaction records. Task: describe an organic reaction: reactants, conditions, products, and yield The reactants are CCO, CCOC(=O)C(Cl)c1c(F)cc([N+](=O)[O-])cc1F, Cl, [Na+], [Na+], [Na+], [OH-], OO, O=S([O-])[O-]. Product: O=C(O)c1c(F)cc([N+](=O)[O-])cc1F. RXN SMILES: [CH3:30][CH2:31][OH:32].[Cl:3][CH:4]([C:5]([O:6][CH2:7][CH3:8])=[O:9])[c:10]1[c:11]([F:20])[cH:12][c:13]([N+:17](=[O:18])[O-:19])[cH:14][c:15]1[F:16].[ClH:29].[Na+:27].[Na+:28].[Na+:2].[OH-:1].[OH:21][OH:22].[S:23]([O-:24])([O-:25])=[O:26]>>[O:1]=[C:4]([c:10]1[c:11]([F:20])[cH:12][c:13]([N+:17](=[O:18])[O-:19])[cH:14][c:15]1[F:16])[OH:21]. The reactants are [I-].C[P+](C1=CC=CC=C1)(C1=CC=CC=C1)C1=CC=CC=C1 (Methyl triphenylphosphonium iodide), CC(C)([O-])C.[K+] (potassium t-butoxide), [PH5] (phosphorane), FC=1N(C=C(N1)C=O)C(C1=CC=CC=C1)(C1=CC=CC=C1)C1=CC=CC=C1 (2-fluoro-4-formyl-1-triphenylmethylimidazole). Run in CS(=O)C (DMSO). The product is FC=1N(C=C(N1)C=C)C(C1=CC=CC=C1)(C1=CC=CC=C1)C1=CC=CC=C1 (2-fluoro-1-triphenylmethyl-4-vinylimidazole). As a reaction SMILES: [I-].[CH3:2][P+](C1C=CC=CC=1)(C1C=CC=CC=1)C1C=CC=CC=1.CC(C)([O-])C.[K+].[PH5].[F:29][C:30]1[N:31]([C:37]([C:50]2[CH:55]=[CH:54][CH:53]=[CH:52][CH:51]=2)([C:44]2[CH:49]=[CH:48][CH:47]=[CH:46][CH:45]=2)[C:38]2[CH:43]=[CH:42][CH:41]=[CH:40][CH:39]=2)[CH:32]=[C:33]([CH:35]=O)[N:34]=1>CS(C)=O>[F:29][C:30]1[N:31]([C:37]([C:50]2[CH:55]=[CH:54][CH:53]=[CH:52][CH:51]=2)([C:44]2[CH:49]=[CH:48][CH:47]=[CH:46][CH:45]=2)[C:38]2[CH:43]=[CH:42][CH:41]=[CH:40][CH:39]=2)[CH:32]=[C:33]([CH:35]=[CH2:2])[N:34]=1 |f:0.1,2.3|. Procedure details: Methyl triphenylphosphonium iodide was treated with potassium t-butoxide in DMSO. After generation of the phosphorane, 2-fluoro-4-formyl-1-triphenylmethylimidazole was added, and the mixture heated 2 hours at 60°. Extractive work-up and chromatography gave 2-fluoro-1-triphenylmethyl-4-vinylimidazole, having the following n.m.r. in CDCl3 : 5.1 (d, 1H); 5.77 (d, 1H); 6.26-6.63 (m, 1H); 6.48 (s, 1H); 7.1-7.5 (m, 15H). Starting materials: ClC=1C=C(C=CC1Cl)C1CN(CC2=CC(=C(C=C12)F)B1OC(C(O1)(C)C)(C)C)C (4-(3,4-dichlorophenyl)-6-fluoro-2-methyl-7-(4,4,5,5-tetramethyl-1,3,2-dioxaborolan-2-yl)-1,2,3,4-tetrahydroisoquinoline), ClC(=O)OC(C)Cl (1-chlorethyl chloroformate), CN(C1=CC=CC2=CC=CC(=C12)N(C)C)C (N1,N1,N8,N8-tetramethylnaphthalene-1,8-diamine), BrC1=CC(=CC=C1)S(=O)(=O)C (1-bromo-3-(methylsulfonyl)benzene), C([O-])([O-])=O.[Cs+].[Cs+] (cesium carbonate). The reagents and catalysts are C1=CC=C(C=C1)P([C-]2C=CC=C2)C3=CC=CC=C3.C1=CC=C(C=C1)P([C-]2C=CC=C2)C3=CC=CC=C3.Cl[Pd]Cl.[Fe+2] (dichloro[1,1′-bis(diphenylphosphino)ferrocene]palladium(II)). The solvent is O (water), CN(C=O)C (N,N-dimethylformamide). Product: ClC=1C=C(C=CC1Cl)C1CNCC2=CC(=C(C=C12)F)C1=CC(=CC=C1)S(=O)(=O)C (4-(3,4-dichlorophenyl)-6-fluoro-7-(3-(methylsulfonyl)phenyl)-1,2,3,4-tetrahydroisoquinoline). RXN SMILES: [Cl:1][C:2]1[CH:3]=[C:4]([CH:9]2[C:18]3[C:13](=[CH:14][C:15](B4OC(C)(C)C(C)(C)O4)=[C:16]([F:19])[CH:17]=3)[CH2:12][N:11](C)[CH2:10]2)[CH:5]=[CH:6][C:7]=1[Cl:8].Br[C:31]1[CH:36]=[CH:35][CH:34]=[C:33]([S:37]([CH3:40])(=[O:39])=[O:38])[CH:32]=1.C(=O)([O-])[O-].[Cs+].[Cs+].CN(C)C1C2C(=CC=CC=2N(C)C)C=CC=1.ClC(OC(Cl)C)=O>CN(C)C=O.O.C1C=CC(P(C2C=CC=CC=2)[C-]2C=CC=C2)=CC=1.C1C=CC(P(C2C=CC=CC=2)[C-]2C=CC=C2)=CC=1.Cl[Pd]Cl.[Fe+2]>[Cl:1][C:2]1[CH:3]=[C:4]([CH:9]2[C:18]3[C:13](=[CH:14][C:15]([C:31]4[CH:36]=[CH:35][CH:34]=[C:33]([S:37]([CH3:40])(=[O:39])=[O:38])[CH:32]=4)=[C:16]([F:19])[CH:17]=3)[CH2:12][NH:11][CH2:10]2)[CH:5]=[CH:6][C:7]=1[Cl:8] |f:2.3.4,9.10.11.12|. Reported procedure: Following the procedure of Step A and Step B of Example 19, 4-(3,4-dichlorophenyl)-6-fluoro-2-methyl-7-(4,4,5,5-tetramethyl-1,3,2-dioxaborolan-2-yl)-1,2,3,4-tetrahydroisoquinoline (500 mg, 1.1 mmol), 1-bromo-3-(methylsulfonyl)benzene (517 mg, 2.2 mmol), cesium carbonate (1.08 g, 3.3 mmol), and dichloro[1,1′-bis(diphenylphosphino)ferrocene]palladium(II) (44 mg, 0.06 mmol) in N,N-dimethylformamide (10 mL) and water (3 mL) followed by N-de-methylation with N1,N1,N8,N8-tetramethylnaphthalene-1,8-dia... Starting materials: C1(=CC=CC=C1)C1(C(N(C(N1)=O)CO)=O)C1=CC=CC=C1 (5,5-Diphenyl-3-hydroxymethyl-2,4-imidazolidinedione), BrCCC(=O)Cl (3-bromopropionyl chloride). The product is BrCCC(=O)OCN1C(NC(C1=O)(C1=CC=CC=C1)C1=CC=CC=C1)=O (3-(3'-Bromopropionyl)oxymethyl-5,5-diphenyl-2,4-imidazolidinedione). Isolated yield 65.0%. As a reaction SMILES: [C:1]1([C:7]2([C:16]3[CH:21]=[CH:20][CH:19]=[CH:18][CH:17]=3)[NH:11][C:10](=[O:12])[N:9]([CH2:13][OH:14])[C:8]2=[O:15])[CH:6]=[CH:5][CH:4]=[CH:3][CH:2]=1.[Br:22][CH2:23][CH2:24][C:25](Cl)=[O:26]>>[Br:22][CH2:23][CH2:24][C:25]([O:14][CH2:13][N:9]1[C:8](=[O:15])[C:7]([C:1]2[CH:2]=[CH:3][CH:4]=[CH:5][CH:6]=2)([C:16]2[CH:17]=[CH:18][CH:19]=[CH:20][CH:21]=2)[NH:11][C:10]1=[O:12])=[O:26]. Procedure details: 5,5-Diphenyl-3-hydroxymethyl-2,4-imidazolidinedione (5 g, 0.018 tool) was reacted according to the procedure of Example 142 with 3-bromopropionyl chloride (6.8 g, 0.04 mol, 4 ml), using a bath temperature of 100° C. A white crystalline product was obtained in 65% yield (4.9 g), m.p. 133°-134° C. Anal. calc. for C19H17N2O4Br: C, 54.69; H, 4.11; N, 6.72; Br, 19.15. Found: C, 54.79; H, 4.12; N, 6.69; Br, 19.25. The product has the formula: ##STR1523## Starting materials: CS(=O)(=O)O, [Cl-], OCCc1ccc(I)cc1. The product is CS(=O)(=O)OCCc1ccc(I)cc1. Reaction SMILES: [CH3:12][S:13](=[O:14])(=[O:15])[OH:16].[Cl-:11].[I:1][c:2]1[cH:3][cH:4][c:5]([CH2:8][CH2:9][OH:10])[cH:6][cH:7]1>>[I:1][c:2]1[cH:3][cH:4][c:5]([CH2:8][CH2:9][O:10][S:13]([CH3:12])(=[O:14])=[O:15])[cH:6][cH:7]1. Starting materials: BrCCOC1=CC=C(C=C1)N1C(C=C(C=C1)OCC1=NC=C(C=C1)Cl)=O (1-[4(2-bromoethoxy)phenyl]-4-[(5-chloro-2-pyridinyl)methoxy]-1H-pyridin-2-one), [Si](C)(C)(C(C)(C)C)O[C@@H]1CNCC1 ((3S)-3-{[tert-butyl(dimethyl)silyl]oxy}pyrrolidine), C(C)N(C(C)C)C(C)C (ethyl (diisopropyl)amine), CN(C)C=O (DMF). Run in O (water). Run at temperature 60 celsius, time 14 hour. Product: [Si](C)(C)(C(C)(C)C)O[C@@H]1CN(CC1)CCOC1=CC=C(C=C1)N1C(C=C(C=C1)OCC1=NC=C(C=C1)Cl)=O (1-{4-[2-((3S)-3-{[tert-butyl(dimethyl)silyl]oxy}-1-pyrrolidinyl)ethoxy]phenyl}-4-[(5-chloro-2-pyridinyl)methoxy]-1H-pyridin-2-one). Isolated yield 72.1%. RXN SMILES: Br[CH2:2][CH2:3][O:4][C:5]1[CH:10]=[CH:9][C:8]([N:11]2[CH:16]=[CH:15][C:14]([O:17][CH2:18][C:19]3[CH:24]=[CH:23][C:22]([Cl:25])=[CH:21][N:20]=3)=[CH:13][C:12]2=[O:26])=[CH:7][CH:6]=1.[Si:27]([O:34][C@H:35]1[CH2:39][CH2:38][NH:37][CH2:36]1)([C:30]([CH3:33])([CH3:32])[CH3:31])([CH3:29])[CH3:28].C(N(C(C)C)C(C)C)C.CN(C=O)C>O>[Si:27]([O:34][C@H:35]1[CH2:39][CH2:38][N:37]([CH2:2][CH2:3][O:4][C:5]2[CH:10]=[CH:9][C:8]([N:11]3[CH:16]=[CH:15][C:14]([O:17][CH2:18][C:19]4[CH:24]=[CH:23][C:22]([Cl:25])=[CH:21][N:20]=4)=[CH:13][C:12]3=[O:26])=[CH:7][CH:6]=2)[CH2:36]1)([C:30]([CH3:33])([CH3:32])[CH3:31])([CH3:29])[CH3:28]. Procedure details: A mixture of 1-[4(2-bromoethoxy)phenyl]-4-[(5-chloro-2-pyridinyl)methoxy]-1H-pyridin-2-one (300.7 mg, 0.69 mmol), (3S)-3-{[tert-butyl(dimethyl)silyl]oxy}pyrrolidine (417 mg, 2.1 mmols), ethyl (diisopropyl)amine (0.132 mL, 0.76 mmol) and DMF (3.5 mL) was stirred at 60° C. for 14 hours. Adding water, the reaction liquid was filtered. Thus obtained crude title compound was purified on silica gel column chromatography (KP-Sil FLASH 25+M, chloroform:methanol=1:0→10:1) to provide the title compound (2... Starting materials: C1(C(C2=CC=CC3=CC=CC1=C23)=O)=O (acenaphthoquinone), C(C=C)C1=CC(=C(N)C(=C1)C(C)C)C(C)C (4-allyl-2,6-diisopropylaniline). Solvent: C(C)(=O)O (acetic acid). Yields the product C(C=C)C1=CC(=C(C(=C1)C(C)C)N=C1C(C=2C=CC=C3C=CC=C1C23)=NC2=C(C=C(C=C2C(C)C)CC=C)C(C)C)C(C)C (bis(4-allyl-2,6-diisopropylphenylimino)acenaphthene). Isolated yield 82.0%. RXN SMILES: [C:1]1(=O)[C:11]2=[C:12]3[C:7](=[CH:8][CH:9]=[CH:10]2)[CH:6]=[CH:5][CH:4]=[C:3]3[C:2]1=O.[CH2:15]([C:18]1[CH:24]=[C:23]([CH:25]([CH3:27])[CH3:26])[C:21]([NH2:22])=[C:20]([CH:28]([CH3:30])[CH3:29])[CH:19]=1)[CH:16]=[CH2:17]>C(O)(=O)C>[CH2:15]([C:18]1[CH:19]=[C:20]([CH:28]([CH3:30])[CH3:29])[C:21]([N:22]=[C:1]2[C:11]3[C:12]4[C:7]([CH:8]=[CH:9][CH:10]=3)=[CH:6][CH:5]=[CH:4][C:3]=4[C:2]2=[N:22][C:21]2[C:23]([CH:25]([CH3:26])[CH3:27])=[CH:24][C:18]([CH2:15][CH:16]=[CH2:17])=[CH:19][C:20]=2[CH:28]([CH3:30])[CH3:29])=[C:23]([CH:25]([CH3:26])[CH3:27])[CH:24]=1)[CH:16]=[CH2:17]. Procedure: A mixture of 1.00 g of acenaphthoquinone (5.5 mmol) and 4-allyl-2,6-diisopropylaniline (2.49 g, 11.1 mmol) in acetic acid (10 mL) was heated to reflux. After 1 h the mixture was cooled to room temperature, and the solid was filtered. The product was washed with acetic acid (5 mL), hexane (4×10 mL) and dried in vacuum, yielding 2.59 g as a yellow-golden solid (82%). 1H-NMR (400 MHz, CDCl3): δ 7.86 (d, 2H, Ho-Ace-C═N), 7.37 (t, 2H, Hm-Ace-C═N), 7.07 (s, 4H, H—Ar—N═C), 6.65 (d, 2H, Hp-Ace-C═N), 6.1... Starting materials: Cc1nn(Cc2ccccc2)c2cc(O)ccc12, CCO, Cl, O. Yields the product Cc1n[nH]c2cc(O)ccc12. RXN SMILES: [CH2:1]([c:2]1[cH:3][cH:4][cH:5][cH:6][cH:7]1)[n:8]1[n:9][c:10]([CH3:18])[c:11]2[cH:12][cH:13][c:14]([OH:17])[cH:15][c:16]12.[CH3:21][CH2:22][OH:23].[ClH:20].[OH2:19]>>[nH:8]1[n:9][c:10]([CH3:18])[c:11]2[cH:12][cH:13][c:14]([OH:17])[cH:15][c:16]12. The reactants are C(#N)C1(CCCC1)C=1C=C(C=C(C1)C(=O)OCC)C(=O)OCC (diethyl 5-(1-cyanocyclopentyl)benzene-1,3-dioate), [OH-].[Na+] (NaOH). Solvent: C1CCOC1 (THF), CCO (EtOH). Product: C(C)OC(=O)C=1C=C(C(=O)O)C=C(C1)C1(CCCC1)C#N (3-(ethoxycarbonyl)-5-(1-cyanocyclopentyl)benzoic acid). RXN SMILES: [C:1]([C:3]1([C:8]2[CH:9]=[C:10]([C:19]([O:21]CC)=[O:20])[CH:11]=[C:12]([C:14]([O:16][CH2:17][CH3:18])=[O:15])[CH:13]=2)[CH2:7][CH2:6][CH2:5][CH2:4]1)#[N:2].[OH-].[Na+]>C1COCC1.CCO>[CH2:17]([O:16][C:14]([C:12]1[CH:11]=[C:10]([CH:9]=[C:8]([C:3]2([C:1]#[N:2])[CH2:7][CH2:6][CH2:5][CH2:4]2)[CH:13]=1)[C:19]([OH:21])=[O:20])=[O:15])[CH3:18] |f:1.2|. Procedure: A solution of diethyl 5-(1-cyanocyclopentyl)benzene-1,3-dioate (0.33 g, 1.05 mmol) and NaOH (1N in H2O, 0.945 mL, 0.945 mmol) in 5 mL THF and 5 mL EtOH was stirred at rt overnight. The reaction mixture was concentrated, diluted with H2O and extracted with ether. The aqueous phase was made acidic with 1N HCl, extracted with EtOAc and the combined organic layers were washed with brine. Drying and solvent evaporation gave 3-(ethoxycarbonyl)-5-(1-cyanocyclopentyl)benzoic acid. 1H NMR (400 MHz, CD3OD... The reactants are CCO, CC(C)(CO)Nc1ccccc1[N+](=O)[O-]. Product: CC(C)(CO)Nc1ccccc1N. RXN SMILES: [CH3:16][CH2:17][OH:18].[CH3:1][C:2]([CH2:3][OH:4])([CH3:5])[NH:6][c:7]1[c:8]([N+:13]([O-:14])=[O:15])[cH:9][cH:10][cH:11][cH:12]1>>[CH3:1][C:2]([CH2:3][OH:4])([CH3:5])[NH:6][c:7]1[c:8]([NH2:13])[cH:9][cH:10][cH:11][cH:12]1.